This data is from the Open Reaction Database (ORD), a public repository of structured organic reaction records. The task is: describe an organic reaction: reactants, conditions, products, and yield The reactants are OCC1CN(C1)C(=O)OC(C)(C)C (Tert-butyl 3-(hydroxymethyl)azetidine-1-carboxylate), C1(=CC=CC=C1)P(C1=CC=CC=C1)C1=CC=CC=C1 (triphenyl phosphine), N(=NC(=O)OCC)C(=O)OCC (diethyl azodicarboxylate), CN1N=C(C=C1)NC1=NC=NC2=CC=C(C=C12)OC1=CC=C(C=N1)O (6-({4-[(1-methyl-1H-pyrazol-3-yl)amino]quinazolin-6-yl}oxy)pyridin-3-ol). Run in C(Cl)(Cl)Cl (chloroform), O1CCCC1 (tetrahydrofuran). Reaction conditions: time 30 minute. The product is CN1N=C(C=C1)NC1=NC=NC2=CC=C(C=C12)OC1=CC=C(C=N1)OCC1CN(C1)C(=O)OC(C)(C)C (tert-butyl 3-({[6-({4-[(1-methyl-1H-pyrazol-3-yl)amino]quinazolin-6-yl}oxy)pyridin-3-yl]oxy}methyl)azetidine-1-carboxylate). Isolated yield 90.0%. As a reaction SMILES: [OH:1][CH2:2][CH:3]1[CH2:6][N:5]([C:7]([O:9][C:10]([CH3:13])([CH3:12])[CH3:11])=[O:8])[CH2:4]1.C1(P(C2C=CC=CC=2)C2C=CC=CC=2)C=CC=CC=1.N(C(OCC)=O)=NC(OCC)=O.[CH3:45][N:46]1[CH:50]=[CH:49][C:48]([NH:51][C:52]2[C:61]3[C:56](=[CH:57][CH:58]=[C:59]([O:62][C:63]4[N:68]=[CH:67][C:66](O)=[CH:65][CH:64]=4)[CH:60]=3)[N:55]=[CH:54][N:53]=2)=[N:47]1>C(Cl)(Cl)Cl.O1CCCC1>[CH3:45][N:46]1[CH:50]=[CH:49][C:48]([NH:51][C:52]2[C:61]3[C:56](=[CH:57][CH:58]=[C:59]([O:62][C:63]4[N:68]=[CH:67][C:66]([O:1][CH2:2][CH:3]5[CH2:6][N:5]([C:7]([O:9][C:10]([CH3:13])([CH3:12])[CH3:11])=[O:8])[CH2:4]5)=[CH:65][CH:64]=4)[CH:60]=3)[N:55]=[CH:54][N:53]=2)=[N:47]1. Procedure details: Tert-butyl 3-(hydroxymethyl)azetidine-1-carboxylate (110 mg, 0.60 mmol), triphenyl phosphine (160 mg, 0.60 mmol) and diethyl azodicarboxylate (0.095 mmol, 0.60 mmol) were added to a tetrahydrofuran solution (3 ml) of 6-({4-[(1-methyl-1H-pyrazol-3-yl)amino]quinazolin-6-yl}oxy)pyridin-3-ol (100 mg, 0.30 mmol) obtained in Example 6-3), and the reaction solution was stirred at room temperature for 30 minutes. The reaction solution was diluted with chloroform, the organic layer was washed with water ...